This data is from the Open Reaction Database (ORD), a public repository of structured organic reaction records. The task is: describe an organic reaction: reactants, conditions, products, and yield The reactants are Cn1ncc(Cl)c1-c1sc(C(=O)NC(Cc2ccccc2C(F)(F)F)CN2C(=O)c3ccccc3C2=O)cc1Cl, NN. The product is Cn1ncc(Cl)c1-c1sc(C(=O)NC(CN)Cc2ccccc2C(F)(F)F)cc1Cl. As a reaction SMILES: [Cl:1][c:2]1[cH:3][c:4]([C:14](=[O:15])[NH:16][CH:17]([CH2:18][N:19]2[C:20](=[O:21])[c:22]3[c:23]([cH:24][cH:25][cH:26][cH:27]3)[C:28]2=[O:29])[CH2:30][c:31]2[c:32]([C:37]([F:38])([F:39])[F:40])[cH:33][cH:34][cH:35][cH:36]2)[s:5][c:6]1-[c:7]1[c:8]([Cl:13])[cH:9][n:10][n:11]1[CH3:12].[NH2:41][NH2:42]>>[Cl:1][c:2]1[cH:3][c:4]([C:14](=[O:15])[NH:16][CH:17]([CH2:18][NH2:19])[CH2:30][c:31]2[c:32]([C:37]([F:38])([F:39])[F:40])[cH:33][cH:34][cH:35][cH:36]2)[s:5][c:6]1-[c:7]1[c:8]([Cl:13])[cH:9][n:10][n:11]1[CH3:12]. The reactants are crude material, N1=CC=CC2=C1NC1=C(NC2)C=CC=C1 (6,11-dihydro-5H-pyrido[2,3-b][1,5]benzodiazepine), C([O-])([O-])=O.[K+].[K+] (potassium carbonate), CN(C=O)C (dimethylformamide), FC=1C=CC(=C(C(=O)Cl)C1)C (5-fluoro-2-methyl benzoyl chloride), CN(C=O)C (dimethylformamide). Solvent: ClCCl (dichloromethane), O (water). Conditions: time 15 minute. The product is N1=CC=CC2=C1NC1=C(NC2)C=CC=C1C(=O)C1=C(C=CC(=C1)N1N=C(C=C1)C)C ((5,11-Dihydro-pyrido[2,3-b][1,5]benzodiazepin-10-yl)-[2-methyl-5-(3-methyl-pyrazol-1-yl)-phenyl]-methanone). Yield: 55.8%. RXN SMILES: [N:1]1[C:6]2[NH:7][C:8]3[CH:15]=[CH:14][CH:13]=[CH:12][C:9]=3[NH:10][CH2:11][C:5]=2[CH:4]=[CH:3][CH:2]=1.C(=O)([O-])[O-].[K+].[K+].F[C:23]1[CH:24]=[CH:25][C:26]([CH3:32])=[C:27]([CH:31]=1)[C:28](Cl)=[O:29].C[N:34]([CH3:37])C=O>O.ClCCl>[N:1]1[C:6]2[NH:7][C:8]3[C:15]([C:28]([C:27]4[CH:31]=[C:23]([N:34]5[CH:37]=[CH:9][C:8]([CH3:15])=[N:7]5)[CH:24]=[CH:25][C:26]=4[CH3:32])=[O:29])=[CH:14][CH:13]=[CH:12][C:9]=3[NH:10][CH2:11][C:5]=2[CH:4]=[CH:3][CH:2]=1 |f:1.2.3|. Procedure details: To a solution of 6,11-dihydro-5H-pyrido[2,3-b][1,5]benzodiazepine of Example 1, Step B (2.0 g, 10.1 mmol) in dimethylformamide (15 mL) under nitrogen was added potassium carbonate (4.1 g, 29.7 mmol). The mixture was treated dropwise with a solution of crude 5-fluoro-2-methyl benzoyl chloride of Step A (15.0 mmol) in dimethylformamide (10 mL). After stirring at room temperature for 15 minutes, the mixture was diluted with water and stirred to give a solid mass which was collected by filtration. T... Reactants: ClC1=C(C(=O)Cl)C=CC=C1C (2-chloro-3-methylbenzoyl chloride), C1(=CC=CC=C1)OC (anisole). Run in C(Cl)Cl (CH2Cl2). Run at temperature 0 celsius, time 3 hour. Yields the product COC1=CC=C(C(=O)C=2C(=C(C=CC2)C)Cl)C=C1 (3-(4-methoxybenzoyl)-2-chlorotoluene). Yield: 97.0%. As a reaction SMILES: [Cl:1][C:2]1[C:10]([CH3:11])=[CH:9][CH:8]=[CH:7][C:3]=1[C:4](Cl)=[O:5].[C:12]1([O:18][CH3:19])[CH:17]=[CH:16][CH:15]=[CH:14][CH:13]=1>C(Cl)Cl>[CH3:19][O:18][C:12]1[CH:17]=[CH:16][C:15]([C:4]([C:3]2[C:2]([Cl:1])=[C:10]([CH3:11])[CH:9]=[CH:8][CH:7]=2)=[O:5])=[CH:14][CH:13]=1. Procedure details: A solution of 2-chloro-3-methylbenzoyl chloride (18.05 mmol), [prepared as described above] in dry CH2Cl2 (60 ml) was cooled to 0° C. and AICl3 (2.41 g, 1 eq.) was added. After ten minutes, anisole (1.96 ml, 1 eq.) was added. The resulting orange colored reaction mixture was allowed to warm to room temperature, stirred for 3 h and then poured on ice. The product was extracted into ether, washed with brine, and dried over MgSO4 . The solvent was evaporated in vacuo to give 3-(4-methoxybenzoyl)-2-... Reactants: C, CO, CCCc1cc(C(OCOC)(C(F)(F)F)C(F)(F)F)ccc1Oc1cc(C(=O)OC)c(I)cn1, [Pd]. Product: CCCc1cc(C(OCOC)(C(F)(F)F)C(F)(F)F)ccc1Oc1cc(C(=O)OC)ccn1. RXN SMILES: [C:37].[CH3:35][OH:36].[F:1][C:2]([C:3]([C:4]([F:5])([F:6])[F:7])([O:8][CH2:9][O:10][CH3:11])[c:12]1[cH:13][c:14]([CH2:30][CH2:31][CH3:32])[c:15]([O:16][c:17]2[cH:18][c:19]([C:20](=[O:21])[O:22][CH3:23])[c:24]([I:27])[cH:25][n:26]2)[cH:28][cH:29]1)([F:33])[F:34].[Pd:38]>>[F:1][C:2]([C:3]([C:4]([F:5])([F:6])[F:7])([O:8][CH2:9][O:10][CH3:11])[c:12]1[cH:13][c:14]([CH2:30][CH2:31][CH3:32])[c:15]([O:16][c:17]2[cH:18][c:19]([C:20](=[O:21])[O:22][CH3:23])[cH:24][cH:25][n:26]2)[cH:28][cH:29]1)([F:33])[F:34]. Reactants: FC=1C=C(C=CC1F)N1N=CC(=C(C1=O)O)C1=CC=C(C=C1)S(=O)(=O)C (2-(3,4-difluorophenyl)-4-hydroxy-5-[4-(methylsulfonyl)phenyl]-3(2H)-pyridazinone), C1=CC=C(C=C1)P(C2=CC=CC=C2)C3=CC=CC=C3 (Ph3P), FC(C(CCO)C)(F)F (3-trifluoromethyl-1-butanol), CC(C)OC(=O)/N=N/C(=O)OC(C)C (DIAD). Solvent: C1CCOC1 (THF), C1CCOC1 (THF). Reaction conditions: time 8 hour. Yields the product FC=1C=C(C=CC1F)N1N=CC(=C(C1=O)OCCC(C)C(F)(F)F)C1=CC=C(C=C1)S(=O)(=O)C (2-(3,4-Difluorophenyl)-4-(3-trifluoromethyl-1-butoxy)-5-[4-(methylsulfonyl)phenyl]-3(2H)-pyridazinone). As a reaction SMILES: [F:1][C:2]1[CH:3]=[C:4]([N:9]2[C:14](=[O:15])[C:13]([OH:16])=[C:12]([C:17]3[CH:22]=[CH:21][C:20]([S:23]([CH3:26])(=[O:25])=[O:24])=[CH:19][CH:18]=3)[CH:11]=[N:10]2)[CH:5]=[CH:6][C:7]=1[F:8].C1C=CC(P(C2C=CC=CC=2)C2C=CC=CC=2)=CC=1.[F:46][C:47]([F:54])([F:53])[CH:48]([CH3:52])[CH2:49][CH2:50]O.CC(OC(/N=N/C(OC(C)C)=O)=O)C>C1COCC1>[F:1][C:2]1[CH:3]=[C:4]([N:9]2[C:14](=[O:15])[C:13]([O:16][CH2:50][CH2:49][CH:48]([C:47]([F:54])([F:53])[F:46])[CH3:52])=[C:12]([C:17]3[CH:22]=[CH:21][C:20]([S:23]([CH3:26])(=[O:25])=[O:24])=[CH:19][CH:18]=3)[CH:11]=[N:10]2)[CH:5]=[CH:6][C:7]=1[F:8]. Reported procedure: To a solution of 2-(3,4-difluorophenyl)-4-hydroxy-5-[4-(methylsulfonyl)phenyl]-3(2H)-pyridazinone (189 mg, 0.5 mmol), Ph3P (262 mg, 1 mmol) and 3-trifluoromethyl-1-butanol (66 mg, 0.5 mmol) in THF (25 mL) was added dropwise a solution of DIAD (0.2 mL, 1 mmol) in THF (5 mL) and the resulting mixture was stirred at room temperature for 8 hours. The mixture was concentrated in vacuo and the residue was chromatographed (silica gel, 1:1 hexanes-ethyl acetate) to provide the desired product, (yield: 1... Reactants: COC1=C2C(=CC(NC2=CC(=C1)OC)=O)C (5,7-dimethoxy4-methyl-1,2-dihydro-2-quinolinone), [Cl-].[Al+3].[Cl-].[Cl-] (aluminium chloride), ice, C(Cl)(Cl)Cl.CO (chloroform methanol). Solvent: ClC1=CC=CC=C1 (chlorobenzene). Run at time 30 minute. The product is OC1=C2C(=CC(NC2=CC(=C1)O)=O)C (5,7-dihydroxy-4-methyl-1,2-dihydro-2-quinolinone). Yield: 96.2%. Reaction SMILES: C[O:2][C:3]1[CH:12]=[C:11]([O:13]C)[CH:10]=[C:9]2[C:4]=1[C:5]([CH3:16])=[CH:6][C:7](=[O:15])[NH:8]2.[Cl-].[Al+3].[Cl-].[Cl-].C(Cl)(Cl)Cl.CO>ClC1C=CC=CC=1>[OH:2][C:3]1[CH:12]=[C:11]([OH:13])[CH:10]=[C:9]2[C:4]=1[C:5]([CH3:16])=[CH:6][C:7](=[O:15])[NH:8]2 |f:1.2.3.4,5.6|. Procedure: To a stirred solution of compound 11 (12.5 g, 57.07 mmol) in chlorobenzene (100 mL), aluminium chloride (37 g, 285.3 mmol) was added in portions over a period of 10 min and heated at 100° C. overnight (TLC chloroform: methanol 9:1, Rf=0.2). The reaction mixture was then cooled to room temperature, poured on crushed ice (300 g) and stirred well for 30 min. The solid separated was filtered washed with water till neutral to pH. It was then washed with hexane (50 mL) and dried to give product 5,7-di... Starting materials: FC=1C=C2C(CN(C2=CC1)C(C)=O)(C)C (1-(5-Fluoro-3,3-dimethyl-2,3-dihydro-indol-1-yl)-ethanone), ClS(=O)(=O)O (chlorosulfonic acid). Yields the product C(C)(=O)N1CC(C2=CC(=C(C=C12)S(=O)(=O)Cl)F)(C)C (1-Acetyl-5-fluoro-3,3-dimethyl-2,3-dihydro-1H-indole-6-sulfonyl chloride). As a reaction SMILES: [F:1][C:2]1[CH:3]=[C:4]2[C:8](=[CH:9][CH:10]=1)[N:7]([C:11](=[O:13])[CH3:12])[CH2:6][C:5]2([CH3:15])[CH3:14].[Cl:16][S:17](O)(=[O:19])=[O:18]>>[C:11]([N:7]1[C:8]2[C:4](=[CH:3][C:2]([F:1])=[C:10]([S:17]([Cl:16])(=[O:19])=[O:18])[CH:9]=2)[C:5]([CH3:15])([CH3:14])[CH2:6]1)(=[O:13])[CH3:12]. Procedure: 1-(5-Fluoro-3,3-dimethyl-2,3-dihydro-indol-1-yl)-ethanone (1.1 g, 6.0 mmol) was treated with chlorosulfonic acid (10 mL) following similar methods to those described in Preparation 63) to give the desired compound (900 mg) as a grey solid. 1H NMR (Acetone-d6): 8.76 (1H, d), 7.54 (1H, d), 4.10 (2H, s), 2.32-2.23 (3H, m), 1.48 (6H, s). Starting materials: CCOC(=O)C=O, CC(=O)O[BH-](OC(C)=O)OC(C)=O, ClCCl, CC(=O)O, CCOC(=O)Cl, [Na+], [Na+], O=C([O-])O, CCC(N)Cc1cccs1. Product: CCOC(=O)CN(C(=O)OCC)C(CC)Cc1cccs1. RXN SMILES: [C:11]([CH:12]=[O:13])(=[O:14])[O:15][CH2:16][CH3:17].[C:18]([O:19][BH-:20]([O:21][C:22](=[O:23])[CH3:24])[O:25][C:26](=[O:27])[CH3:28])(=[O:29])[CH3:30].[CH2:43]([Cl:44])[Cl:45].[CH3:46][C:47](=[O:48])[OH:49].[Cl:32][C:33](=[O:34])[O:35][CH2:36][CH3:37].[Na+:31].[Na+:42].[O-:38][C:39]([OH:40])=[O:41].[s:1]1[c:2]([CH2:6][CH:7]([CH2:8][CH3:9])[NH2:10])[cH:3][cH:4][cH:5]1>>[s:1]1[c:2]([CH2:6][CH:7]([CH2:8][CH3:9])[N:10]([CH2:12][C:11](=[O:14])[O:15][CH2:16][CH3:17])[C:33](=[O:34])[O:35][CH2:36][CH3:37])[cH:3][cH:4][cH:5]1. Reactants: CC(=O)O[BH-](OC(C)=O)OC(C)=O, O=C([O-])O, CC(=O)O, ClC(Cl)Cl, COc1ccc2ncc(=O)n(CCN3CCC(N)CC3)c2c1, [Na+], [Na+], O=Cc1ccc2c(c1)NC(=O)CC2. Yields the product COc1ccc2ncc(=O)n(CCN3CCC(NCc4ccc5c(c4)NC(=O)CC5)CC3)c2c1. Reaction SMILES: [C:36]([O:37][BH-:38]([O:39][C:40](=[O:41])[CH3:42])[O:43][C:44](=[O:45])[CH3:46])(=[O:47])[CH3:48].[C:50](=[O:51])([O-:52])[OH:53].[CH3:55][C:56](=[O:57])[OH:58].[CH:59]([Cl:60])([Cl:61])[Cl:62].[NH2:1][CH:2]1[CH2:3][CH2:4][N:5]([CH2:8][CH2:9][n:10]2[c:11](=[O:22])[cH:12][n:13][c:14]3[cH:15][cH:16][c:17]([O:20][CH3:21])[cH:18][c:19]23)[CH2:6][CH2:7]1.[Na+:49].[Na+:54].[O:23]=[C:24]1[NH:25][c:26]2[cH:27][c:28]([CH:34]=[O:35])[cH:29][cH:30][c:31]2[CH2:32][CH2:33]1>>[NH:1]([CH:2]1[CH2:3][CH2:4][N:5]([CH2:8][CH2:9][n:10]2[c:11](=[O:22])[cH:12][n:13][c:14]3[cH:15][cH:16][c:17]([O:20][CH3:21])[cH:18][c:19]23)[CH2:6][CH2:7]1)[CH2:34][c:28]1[cH:27][c:26]2[c:31]([cH:30][cH:29]1)[CH2:32][CH2:33][C:24](=[O:23])[NH:25]2.